From a dataset of the Open Reaction Database (ORD), a public repository of structured organic reaction records. describe an organic reaction: reactants, conditions, products, and yield Reactants: CO, COC(=O)c1cn(C(c2ccccc2)(c2ccccc2)c2ccccc2)cn1, Cl, [Na+], C1CCOC1, [OH-]. The product is O=C(O)c1cn(C(c2ccccc2)(c2ccccc2)c2ccccc2)cn1. Reaction SMILES: [CH3:37][OH:38].[CH3:3][O:4][C:5](=[O:6])[c:7]1[n:8][cH:9][n:10]([C:12]([c:13]2[cH:14][cH:15][cH:16][cH:17][cH:18]2)([c:19]2[cH:20][cH:21][cH:22][cH:23][cH:24]2)[c:25]2[cH:26][cH:27][cH:28][cH:29][cH:30]2)[cH:11]1.[ClH:31].[Na+:2].[O:32]1[CH2:33][CH2:34][CH2:35][CH2:36]1.[OH-:1]>>[O:4]=[C:5]([OH:6])[c:7]1[n:8][cH:9][n:10]([C:12]([c:13]2[cH:14][cH:15][cH:16][cH:17][cH:18]2)([c:19]2[cH:20][cH:21][cH:22][cH:23][cH:24]2)[c:25]2[cH:26][cH:27][cH:28][cH:29][cH:30]2)[cH:11]1.